This data is from the Open Reaction Database (ORD), a public repository of structured organic reaction records. The task is: describe an organic reaction: reactants, conditions, products, and yield Reactants: C(CCCC)C1(C(CCC1)=O)C(C(C)=O)C(=O)OC (2-n-pentyl-(1-carbomethoxy-2-oxopropyl)-1-cyclopentanone), Example 1 ( b ). The solvent is O (water). The product is C(CCCC)C1C(CCC1CC(C)=O)=O (2-n-pentyl-3-(2-oxopropyl)-1-cyclopentanone). The yield is 176.0%. RXN SMILES: [CH2:1]([C:6]1(C(C(OC)=O)C(=O)C)[CH2:10][CH2:9][CH2:8][C:7]1=[O:11])[CH2:2][CH2:3][CH2:4][CH3:5]>O>[CH2:1]([CH:6]1[CH:10]([CH2:6][C:7](=[O:11])[CH3:8])[CH2:9][CH2:8][C:7]1=[O:11])[CH2:2][CH2:3][CH2:4][CH3:5]. Procedure details: 567 g of 2-n-pentyl-(1-carbomethoxy-2-oxopropyl)-1-cyclopentanone were hydrolysed using an equal weight of water according to the method described in Example 1 (b). There were obtained 391 g of 2-n-pentyl-3-(2-oxopropyl)-1-cyclopentanone (overall yield = 80% based on the amount of 2-n-pentyl-cyclopent-2-en-1-one consumed) having the physical constants shown in Example 1 (b). Reactants: CC(C)(C)OC(=O)n1cnc(CC(=O)O)c1, CCN=C=NCCCN(C)C, CN(C)C=O, ClC(Cl)Cl, Cl, CCOP(=O)(OCC)C(N)P(=O)(OCC)OCC. The product is CCOP(=O)(OCC)C(NC(=O)Cc1cn(C(=O)OC(C)(C)C)cn1)P(=O)(OCC)OCC. RXN SMILES: [C:1]([CH3:2])([CH3:3])([CH3:4])[O:5][C:6](=[O:7])[n:8]1[cH:9][n:10][c:11]([CH2:13][C:14](=[O:15])[OH:16])[cH:12]1.[CH2:36]([N:37]=[C:38]=[N:39][CH2:40][CH2:41][CH2:42][N:43]([CH3:44])[CH3:45])[CH3:46].[CH3:47][N:48]([CH3:49])[CH:50]=[O:51].[CH:52]([Cl:53])([Cl:54])[Cl:55].[ClH:35].[NH2:17][CH:18]([P:19]([O:20][CH2:21][CH3:22])([O:23][CH2:24][CH3:25])=[O:26])[P:27]([O:28][CH2:29][CH3:30])([O:31][CH2:32][CH3:33])=[O:34]>>[C:1]([CH3:2])([CH3:3])([CH3:4])[O:5][C:6](=[O:7])[n:8]1[cH:9][n:10][c:11]([CH2:13][C:14](=[O:16])[NH:17][CH:18]([P:19]([O:20][CH2:21][CH3:22])([O:23][CH2:24][CH3:25])=[O:26])[P:27]([O:28][CH2:29][CH3:30])([O:31][CH2:32][CH3:33])=[O:34])[cH:12]1. Procedure: This compound was prepared in a manner analogous to that of Step D of Example 1, by the reaction of 8.0 grams (0.034 mole) of 3,5dichloro-4-(2-hydroxypropoxy)phenol, 10.1 grams (0.056 mole) of 1,1,1,3-tetrachloropropane and 10.8 grams (0.078 mole) of potassium carbonate in 100 mL of DMF. The reaction product was purified with column chromatography on silica gel using 1:2 methylene chloride:hexane as an eluant. The appropriate fractions were combined and concentrated under reduced pressure, yield... Product: ClC(=CCOC1=CC(=C(OCCCO)C(=C1)Cl)Cl)Cl (3-[4-(3,3-dichloroprop-2-enyloxy)-2,6-dichlorophenoxy]propan-1-ol). The reactants are ClC=1C=C(C=C(C1OCC(C)O)Cl)O (3,5dichloro-4-(2-hydroxypropoxy)phenol), ClC(CCCl)(Cl)Cl (1,1,1,3-tetrachloropropane), C([O-])([O-])=O.[K+].[K+] (potassium carbonate). RXN SMILES: [Cl:1][C:2]1[CH:3]=[C:4]([OH:14])[CH:5]=[C:6]([Cl:13])[C:7]=1[O:8][CH2:9][CH:10](O)[CH3:11].[Cl:15][C:16]([Cl:21])(Cl)[CH2:17][CH2:18]Cl.C(=O)([O-])[O-:23].[K+].[K+]>CN(C=O)C>[Cl:15][C:16]([Cl:21])=[CH:17][CH2:18][O:14][C:4]1[CH:5]=[C:6]([Cl:13])[C:7]([O:8][CH2:9][CH2:10][CH2:11][OH:23])=[C:2]([Cl:1])[CH:3]=1 |f:2.3.4|. The solvent is CN(C)C=O (DMF). Yield: 77.3%. Starting materials: C(C1=CC=CC=C1)OCC=1NC(=C(N1)C(C)C)SC1=CC(=CC(=C1)Cl)Cl (2-benzyloxymethyl-5-(3,5-dichlorophenylthio)-4-isopropyl-1H-imidazole), C(Cl)Cl (methylene chloride), N1=CC(=CC2=CC=CC=C12)CBr (quinolin-3-ylmethylbromide), [OH-].[Na+] (sodium hydroxide), n-tetrabutylammonium bromide. Run in O1CCCC1 (tetrahydrofuran). Run at time 8 hour. Yields the product C(C1=CC=CC=C1)OCC=1N(C(=C(N1)SC1=CC(=CC(=C1)Cl)Cl)C(C)C)CC=1C=NC2=CC=CC=C2C1 (2-benzyloxymethyl-4-(3,5-dichlorophenylthio)-5-isopropyl-1-(quinolin-3-ylmethyl)-1H-imidazole). Yield: 2.6%. As a reaction SMILES: [CH2:1]([O:8][CH2:9][C:10]1[NH:11][C:12]([S:18][C:19]2[CH:24]=[C:23]([Cl:25])[CH:22]=[C:21]([Cl:26])[CH:20]=2)=[C:13]([CH:15]([CH3:17])[CH3:16])[N:14]=1)[C:2]1[CH:7]=[CH:6][CH:5]=[CH:4][CH:3]=1.C(Cl)Cl.[N:30]1[C:39]2[C:34](=[CH:35][CH:36]=[CH:37][CH:38]=2)[CH:33]=[C:32]([CH2:40]Br)[CH:31]=1.[OH-].[Na+]>O1CCCC1>[CH2:1]([O:8][CH2:9][C:10]1[N:14]([CH2:40][C:32]2[CH:31]=[N:30][C:39]3[C:34]([CH:33]=2)=[CH:35][CH:36]=[CH:37][CH:38]=3)[C:13]([CH:15]([CH3:17])[CH3:16])=[C:12]([S:18][C:19]2[CH:24]=[C:23]([Cl:25])[CH:22]=[C:21]([Cl:26])[CH:20]=2)[N:11]=1)[C:2]1[CH:3]=[CH:4][CH:5]=[CH:6][CH:7]=1 |f:3.4|. Reported procedure: In tetrahydrofuran (10 ml)was dissolved 245 mg (2 mmol) of 2-benzyloxymethyl-5-(3,5-dichlorophenylthio)-4-isopropyl-1H-imidazole (101a). To this solution, a methylene chloride solution of quinolin-3-ylmethylbromide was added at room temperature with stirring, followed by addition of 200 mg (5 mmol)of sodium hydroxide and 39 mg (0.12 mmol)of n-tetrabutylammonium bromide. After stirring for 2 hours, the mixture was left overnight and worked up. The reaction mixture was distilled off under reduced ...